From a dataset of the Open Reaction Database (ORD), a public repository of structured organic reaction records. describe an organic reaction: reactants, conditions, products, and yield The reactants are FC=1C=C(C=CC1F)N1N=CC(=C(C1=O)OS(=O)(=O)C1=CC=C(C)C=C1)C1=CC(=C(C=C1)S(=O)(=O)C)F (2-(3,4-difluorophenyl)-4-tosyloxy-5-[3-fluoro-4-(methylsulfonyl)phenyl]-3(2H)-pyridazinone), FC1=CC=C(C=C1)O (4-fluorophenol), N (NH3). Product: FC=1C=C(C=CC1F)N1N=CC(=C(C1=O)OC1=CC=C(C=C1)F)C1=CC(=C(C=C1)S(=O)(=O)C)F (2-(3,4-Difluorophenyl)-4-(4-fluorophenoxy)-5-[3-fluoro-4-(methylsulfonyl)phenyl]-3(2H)-pyridazinone). As a reaction SMILES: [F:1][C:2]1[CH:3]=[C:4]([N:9]2[C:14](=[O:15])[C:13]([O:16]S(C3C=CC(C)=CC=3)(=O)=O)=[C:12]([C:27]3[CH:32]=[CH:31][C:30]([S:33]([CH3:36])(=[O:35])=[O:34])=[C:29]([F:37])[CH:28]=3)[CH:11]=[N:10]2)[CH:5]=[CH:6][C:7]=1[F:8].[F:38][C:39]1[CH:44]=[CH:43][C:42](O)=[CH:41][CH:40]=1.N>>[F:1][C:2]1[CH:3]=[C:4]([N:9]2[C:14](=[O:15])[C:13]([O:16][C:42]3[CH:43]=[CH:44][C:39]([F:38])=[CH:40][CH:41]=3)=[C:12]([C:27]3[CH:32]=[CH:31][C:30]([S:33]([CH3:36])(=[O:34])=[O:35])=[C:29]([F:37])[CH:28]=3)[CH:11]=[N:10]2)[CH:5]=[CH:6][C:7]=1[F:8]. Procedure details: The title compound was prepared according to the method of Example 346, starting with 2-(3,4-difluorophenyl)-4-tosyloxy-5-[3-fluoro-4-(methylsulfonyl)phenyl]-3(2H)-pyridazinone in place of 2-(3,4-difluorophenyl)-4-tosyloxy-5-[4-(methylsulfonyl)phenyl]-3(2H)-pyridazinone and substituting 4-fluorophenol in place of isobutanol mp 168-170° C. 1H NMR (300 MHz, DMSO-d6) δ 3.39 (s, 3H), 7.15 (d, 4H), 7.51 (m, 1H), 7.6 (m, 1H) 7.75 (m, 3H), 7.97 (t, 1H); 8.4 (s, 1H). MS (DCI/NH3) m/z 491 (M+H)+, 508 (M+...